Dataset: the Open Reaction Database (ORD), a public repository of structured organic reaction records. Task: describe an organic reaction: reactants, conditions, products, and yield Reactants: Br (HBr), solution, NC1=C(C2=C(CN(CC2)C(=O)OCC2=CC=CC=C2)S1)C(C1=CC=CC=C1)=O (2-amino-3-benzoyl-6-benzyloxycarbonyl-4,5,6,7-tetrahydrothieno[2,3-c]pyridine), CCCCCC (n-hexane). The solvent is C(C)(=O)O (acetic acid), O (water), C(C)(=O)O (acetic acid). Product: NC1=C(C2=C(CNCC2)S1)C(C1=CC=CC=C1)=O (2-amino-3-benzoyl4,5,6,7-tetrahydrothieno[2,3-c]pyridine). The yield is 92.0%. As a reaction SMILES: [NH2:1][C:2]1[S:20][C:5]2[CH2:6][N:7](C(OCC3C=CC=CC=3)=O)[CH2:8][CH2:9][C:4]=2[C:3]=1[C:21](=[O:28])[C:22]1[CH:27]=[CH:26][CH:25]=[CH:24][CH:23]=1.Br.CCCCCC>C(O)(=O)C.O>[NH2:1][C:2]1[S:20][C:5]2[CH2:6][NH:7][CH2:8][CH2:9][C:4]=2[C:3]=1[C:21](=[O:28])[C:22]1[CH:23]=[CH:24][CH:25]=[CH:26][CH:27]=1. Procedure details: To a cooled and stirred suspension of protected 2-amino-3-benzoyl-6-benzyloxycarbonyl-4,5,6,7-tetrahydrothieno[2,3-c]pyridine (0.01 mol) in acetic acid (2 mL), as prepared in Example 7, was added a solution of HBr (33%) in acetic acid (10 mL). After stirring at room temperature for 4 h (TLC control), n-hexane was added and the resulting suspension was evaporated under vacuum to give a solid which was dissolved in water (10 mL) and neutralized with NAOH (5% solution). The precipitated solid was c... Starting materials: O (water), BrCC1=CC=2C(CCC(C2C=C1)(C)C)(C)C (2-bromomethyl-5,6,7,8-tetrahydro-5,5,8,8-tetramethylnaphthalene), OC1=CC=C(C(=O)OCC)C=C1 (ethyl 4-hydroxybenzoate), C([O-])([O-])=O.[K+].[K+] (potassium carbonate). Run in CN(C=O)C (dimethylformamide). Product: CC1(C=2C=CC(=CC2C(CC1)(C)C)COC1=CC=C(C=C1)C(=O)OCC)C (4-Carbethoxyphenyl 5,6,7,8-tetrahydro-5,5,8,8-tetramethyl-2-naphthylmethyl ether). Yield: 50.8%. Reaction SMILES: Br[CH2:2][C:3]1[CH:12]=[CH:11][C:10]2[C:9]([CH3:14])([CH3:13])[CH2:8][CH2:7][C:6]([CH3:16])([CH3:15])[C:5]=2[CH:4]=1.[OH:17][C:18]1[CH:28]=[CH:27][C:21]([C:22]([O:24][CH2:25][CH3:26])=[O:23])=[CH:20][CH:19]=1.C(=O)([O-])[O-].[K+].[K+].O>CN(C)C=O>[CH3:13][C:9]1([CH3:14])[CH2:8][CH2:7][C:6]([CH3:16])([CH3:15])[C:5]2[CH:4]=[C:3]([CH2:2][O:17][C:18]3[CH:19]=[CH:20][C:21]([C:22]([O:24][CH2:25][CH3:26])=[O:23])=[CH:27][CH:28]=3)[CH:12]=[CH:11][C:10]1=2 |f:2.3.4|. Procedure: 10 g (36 mmol) of 2-bromomethyl-5,6,7,8-tetrahydro-5,5,8,8-tetramethylnaphthalene, 6 g (36 mmol) of ethyl 4-hydroxybenzoate and 7.2 g (52 mmol) of anhydrous potassium carbonate in 60 ml of dimethylformamide were refluxed for 5.25 h. The mixture was then poured into water and extracted several times with ether, and the organic phase was washed with water, dried over Na2SO4 and concentrated. Recrystallization from methanol resulted in 6.7 g of the title compound of melting point 109°-11° C. The reactants are N1C=NC(=C1)CNC1=C(C=CC=C1)/C=C/C(=O)OC (methyl (E)-3-[2-(4-imidazolylmethylamino)phenyl]propenoate), [OH-].[Na+] (sodium hydroxide), Cl (hydrogen chloride). The solvent is CO (methanol), CO (methanol). Reaction conditions: time 20 hour. Yields the product Cl.Cl.N1C=NC(=C1)CNC1=C(C=CC=C1)/C=C/C(=O)O ((E)-3-[2-(4-imidazolylmethylamino)phenyl]propenoic acid dihydrochloride). As a reaction SMILES: [NH:1]1[CH:5]=[C:4]([CH2:6][NH:7][C:8]2[CH:13]=[CH:12][CH:11]=[CH:10][C:9]=2/[CH:14]=[CH:15]/[C:16]([O:18]C)=[O:17])[N:3]=[CH:2]1.[OH-].[Na+].[ClH:22]>CO>[ClH:22].[ClH:22].[NH:1]1[CH:5]=[C:4]([CH2:6][NH:7][C:8]2[CH:13]=[CH:12][CH:11]=[CH:10][C:9]=2/[CH:14]=[CH:15]/[C:16]([OH:18])=[O:17])[N:3]=[CH:2]1 |f:1.2,5.6.7|. Reported procedure: To a solution of methyl (E)-3-[2-(4-imidazolylmethylamino)phenyl]propenoate (0.7 g) in methanol (7 ml) was added 1N sodium hydroxide aqueous solution (3 ml) and the mixture was stirred for 20 hours. After removal of methanol from the reaction mixture, water was added to the residue. The mixture was adjusted to pH 6 with acetic acid. The mixture was salted out and extracted with ethyl acetate 8 times. The extracts were combined and dried over magenessium sulfate. Removal of the solvent afforded a... Reactants: C(C1=CC=CC=C1)N1C=CC2=CC(=CC=C12)Br (1-benzyl-5-bromo-1H-indole), FC(OC=1C=C(C=CC1)B(O)O)(F)F (3-(trifluoromethoxy)phenylboronic acid), C([O-])([O-])=O.[K+].[K+] (potassium carbonate). The reagents and catalysts are [Br-].C(CCC)[N+](CCCC)(CCCC)CCCC (tetrabutylammonium bromide), C(C)(=O)[O-].[Pd+2].C(C)(=O)[O-] (palladium(II) acetate). The solvent is O (water), C1CCOC1 (THF). Yields the product C(C1=CC=CC=C1)N1C=CC2=CC(=CC=C12)C1=CC(=CC=C1)OC(F)(F)F (1-Benzyl-5-[3-(trifluoromethoxy)phenyl]-1H-indole). Yield: 37.6%. Reaction SMILES: [CH2:1]([N:8]1[C:16]2[C:11](=[CH:12][C:13](Br)=[CH:14][CH:15]=2)[CH:10]=[CH:9]1)[C:2]1[CH:7]=[CH:6][CH:5]=[CH:4][CH:3]=1.[F:18][C:19]([F:31])([F:30])[O:20][C:21]1[CH:22]=[C:23](B(O)O)[CH:24]=[CH:25][CH:26]=1.C(=O)([O-])[O-].[K+].[K+]>[Br-].C([N+](CCCC)(CCCC)CCCC)CCC.O.C1COCC1.C([O-])(=O)C.[Pd+2].C([O-])(=O)C>[CH2:1]([N:8]1[C:16]2[C:11](=[CH:12][C:13]([C:23]3[CH:24]=[CH:25][CH:26]=[C:21]([O:20][C:19]([F:18])([F:30])[F:31])[CH:22]=3)=[CH:14][CH:15]=2)[CH:10]=[CH:9]1)[C:2]1[CH:7]=[CH:6][CH:5]=[CH:4][CH:3]=1 |f:2.3.4,5.6,9.10.11|. Procedure: 1-Benzyl-5-[3-(trifluoromethoxy)phenyl]-1H-indole was prepared by coupling 1-benzyl-5-bromo-1H-indole (2.28 g, 7.97 mmol), and 3-(trifluoromethoxy)phenylboronic acid (1.66 g, 8.06 mmol), using potassium carbonate (2.75, 19.9 mmol), palladium(II) acetate (0.0731 g, 0.326 mmol), and tetrabutylammonium bromide (2.78 g, 8.62 mmol) in water (45 mL) and THF (5 mL), according to the procedure described in Step 1 of Example 21. Following work-up the residue was purified by reverse phase HPLC using 81% a...